This data is from the Open Reaction Database (ORD), a public repository of structured organic reaction records. The task is: describe an organic reaction: reactants, conditions, products, and yield Reactants: CC(=O)O, CCOC(=O)C=Cc1ccc(Cn2ccnc2)c(Cl)c1, [Na+], [Na], [OH-], O. Product: O=C(O)C=Cc1ccc(Cn2ccnc2)c(Cl)c1. As a reaction SMILES: [CH3:24][C:25](=[O:26])[OH:27].[Cl:1][c:2]1[cH:3][c:4]([CH:14]=[CH:15][C:16](=[O:17])[O:18][CH2:19][CH3:20])[cH:5][cH:6][c:7]1[CH2:8][n:9]1[cH:10][n:11][cH:12][cH:13]1.[Na+:22].[Na:23].[OH-:21].[OH2:28]>>[Cl:1][c:2]1[cH:3][c:4]([CH:14]=[CH:15][C:16](=[O:17])[OH:18])[cH:5][cH:6][c:7]1[CH2:8][n:9]1[cH:10][n:11][cH:12][cH:13]1. Starting materials: O=C([O-])[O-], COc1ccc(C2(CCS(C)(=O)=O)CCN(C(=O)c3cc(OC)c(OC)c(OC)c3)C2)cc1OC, CN(C)C=O, ClCCl, OC1(c2nc3ccccc3n2Cc2ccc(F)cc2)CCNCC1, [K+], [K+]. The product is COc1ccc(C2(CCN3CCC(O)(c4nc5ccccc5n4Cc4ccc(F)cc4)CC3)CCN(C(=O)c3cc(OC)c(OC)c(OC)c3)C2)cc1OC. Reaction SMILES: [C:60](=[O:61])([O-:62])[O-:63].[CH3:1][O:2][c:3]1[cH:4][c:5]([C:6](=[O:7])[N:8]2[CH2:9][C:10]([CH2:13][CH2:14][S:15]([CH3:16])(=[O:17])=[O:18])([c:19]3[cH:20][c:21]([O:27][CH3:28])[c:22]([O:25][CH3:26])[cH:23][cH:24]3)[CH2:11][CH2:12]2)[cH:29][c:30]([O:34][CH3:35])[c:31]1[O:32][CH3:33].[CH3:69][N:70]([CH3:71])[CH:72]=[O:73].[Cl:66][CH2:67][Cl:68].[F:36][c:37]1[cH:38][cH:39][c:40]([CH2:41][n:42]2[c:43]([C:51]3([OH:57])[CH2:52][CH2:53][NH:54][CH2:55][CH2:56]3)[n:44][c:45]3[c:46]2[cH:47][cH:48][cH:49][cH:50]3)[cH:58][cH:59]1.[K+:64].[K+:65]>>[CH3:1][O:2][c:3]1[cH:4][c:5]([C:6](=[O:7])[N:8]2[CH2:9][C:10]([CH2:13][CH2:14][N:54]3[CH2:53][CH2:52][C:51]([c:43]4[n:42]([CH2:41][c:40]5[cH:39][cH:38][c:37]([F:36])[cH:59][cH:58]5)[c:46]5[c:45]([n:44]4)[cH:50][cH:49][cH:48][cH:47]5)([OH:57])[CH2:56][CH2:55]3)([c:19]3[cH:20][c:21]([O:27][CH3:28])[c:22]([O:25][CH3:26])[cH:23][cH:24]3)[CH2:11][CH2:12]2)[cH:29][c:30]([O:34][CH3:35])[c:31]1[O:32][CH3:33].